From a dataset of the Open Reaction Database (ORD), a public repository of structured organic reaction records. describe an organic reaction: reactants, conditions, products, and yield Reactants: ice, Cl.ClC1=CC=C(CNC2=C(N)C=C(C=C2)C(F)(F)F)C=C1 (2-(4-chlorobenzylamino)-5-trifluoromethylaniline hydrochloride), N#CBr (cyanogen bromide). Run in CN(C)C=O (DMF), C(C)N(CC)CC (triethylamine). Reaction conditions: time 8 hour. Yields the product NC1=NC2=C(N1CC1=CC=C(C=C1)Cl)C=CC(=C2)C(F)(F)F (2-Amino-1-(4-chlorobenzyl)-5-trifluoromethylbenzimidazole). As a reaction SMILES: Cl.[Cl:2][C:3]1[CH:21]=[CH:20][C:6]([CH2:7][NH:8][C:9]2[CH:15]=[CH:14][C:13]([C:16]([F:19])([F:18])[F:17])=[CH:12][C:10]=2[NH2:11])=[CH:5][CH:4]=1.[N:22]#[C:23]Br>CN(C=O)C.C(N(CC)CC)C>[NH2:22][C:23]1[N:8]([CH2:7][C:6]2[CH:20]=[CH:21][C:3]([Cl:2])=[CH:4][CH:5]=2)[C:9]2[CH:15]=[CH:14][C:13]([C:16]([F:17])([F:18])[F:19])=[CH:12][C:10]=2[N:11]=1 |f:0.1|. Procedure: To an ice cooled solution of 2-(4-chlorobenzylamino)-5-trifluoromethylaniline hydrochloride (6.74 g, 20 mmol) in DMF (100 ml) and triethylamine (2.8 ml) was added cyanogen bromide (2.75 g, 26 mmol). The ice bath was removed after two hours and the mixture was stirred overnight at room temperature. The reaction mixture was diluted with water and neutralized with an aqueous solution of sodium carbonate (5%). The product was filtered off and purified with activated charcoal and crystallization from... Starting materials: BrC=1C(=NC(=NC1)C1=CC=C(S1)S(=O)(=O)NCCN(C)C)NC1=NNC(=C1)C1CC1 (5-(5-bromo-4-(5-cyclopropyl-1H-pyrazol-3-ylamino)pyrimidin-2-yl)-N-(2-(dimethylamino)ethyl)thiophene-2-sulfonamide), CC(=O)OC(=O)C (Ac2O). Run in C1CCOC1.O (THF H2O). Run at time 14 hour. Yields the product C(C)(=O)N1N=C(C=C1C1CC1)NC1=NC(=NC=C1Br)C1=CC=C(S1)S(=O)(=O)NCCN(C)C (5-(4-(1-acetyl-5-cyclopropyl-1H-pyrazol-3-ylamino)-5-bromopyrimidin-2-yl)-N-(2-(dimethylamino)ethyl)thiophene-2-sulfonamide). RXN SMILES: [Br:1][C:2]1[C:3]([NH:22][C:23]2[CH:27]=[C:26]([CH:28]3[CH2:30][CH2:29]3)[NH:25][N:24]=2)=[N:4][C:5]([C:8]2[S:12][C:11]([S:13]([NH:16][CH2:17][CH2:18][N:19]([CH3:21])[CH3:20])(=[O:15])=[O:14])=[CH:10][CH:9]=2)=[N:6][CH:7]=1.[CH3:31][C:32](OC(C)=O)=[O:33]>C1COCC1.O>[C:32]([N:25]1[C:26]([CH:28]2[CH2:29][CH2:30]2)=[CH:27][C:23]([NH:22][C:3]2[C:2]([Br:1])=[CH:7][N:6]=[C:5]([C:8]3[S:12][C:11]([S:13]([NH:16][CH2:17][CH2:18][N:19]([CH3:20])[CH3:21])(=[O:14])=[O:15])=[CH:10][CH:9]=3)[N:4]=2)=[N:24]1)(=[O:33])[CH3:31] |f:2.3|. Procedure: To the mixture of 5-(5-bromo-4-(5-cyclopropyl-1H-pyrazol-3-ylamino)pyrimidin-2-yl)-N-(2-(dimethylamino)ethyl)thiophene-2-sulfonamide (200 mg, 0.39 mmol) in THF/H2O (2 mL/2 mL), Ac2O (0.2 mL, 1.95 mmol, 5.0 eq) was added dropwise. The reaction mixture was stirred at room temperature for 14 h. The reaction mixture was filtered, and the solid was concentrated with ethanol to bring residual water off to afford crude 5-(4-(1-acetyl-5-cyclopropyl-1H-pyrazol-3-ylamino)-5-bromopyrimidin-2-yl)-N-(2-(dime... The reactants are CCOC(CCn1c(-c2ccc(F)cc2)c(-c2ccccc2)c(C(=O)Nc2ccccc2)c1C(C)C)OCC, CC(C)=O, Cl. The product is CC(C)c1c(C(=O)Nc2ccccc2)c(-c2ccccc2)c(-c2ccc(F)cc2)n1CCC=O. Reaction SMILES: [CH2:1]([O:3][CH:4]([O:2][CH2:37][CH3:38])[CH2:5][CH2:6][n:7]1[c:8]([CH:34]([CH3:35])[CH3:36])[c:9]([C:25](=[O:26])[NH:27][c:28]2[cH:29][cH:30][cH:31][cH:32][cH:33]2)[c:10](-[c:19]2[cH:20][cH:21][cH:22][cH:23][cH:24]2)[c:11]1-[c:12]1[cH:13][cH:14][c:15]([F:18])[cH:16][cH:17]1)[CH3:39].[CH3:41][C:42](=[O:43])[CH3:44].[ClH:40]>>[O:3]=[CH:4][CH2:5][CH2:6][n:7]1[c:8]([CH:34]([CH3:35])[CH3:36])[c:9]([C:25](=[O:26])[NH:27][c:28]2[cH:29][cH:30][cH:31][cH:32][cH:33]2)[c:10](-[c:19]2[cH:20][cH:21][cH:22][cH:23][cH:24]2)[c:11]1-[c:12]1[cH:13][cH:14][c:15]([F:18])[cH:16][cH:17]1. The reactants are sulfochromic mixture, O (water), chromic anhydride, C(#N)CC(CC=1C=C(C(C2=CC=CC=C2)O)C=CC1)O (3-(3'-cyano-2'-hydroxypropyl)-benzhydrol). Run in CC(=O)C (acetone). Run at time 5 minute. The product is C(#N)CC(CC=1C=C(C(=O)C2=CC=CC=C2)C=CC1)O (3-(3'-cyano-2'-hydroxypropyl)-benzophenone). RXN SMILES: [C:1]([CH2:3][CH:4]([OH:20])[CH2:5][C:6]1[CH:7]=[C:8]([CH:17]=[CH:18][CH:19]=1)[CH:9]([OH:16])[C:10]1[CH:15]=[CH:14][CH:13]=[CH:12][CH:11]=1)#[N:2].O>CC(C)=O>[C:1]([CH2:3][CH:4]([OH:20])[CH2:5][C:6]1[CH:7]=[C:8]([CH:17]=[CH:18][CH:19]=1)[C:9]([C:10]1[CH:11]=[CH:12][CH:13]=[CH:14][CH:15]=1)=[O:16])#[N:2]. Procedure: 7.35 ml of a sulfochromic mixture titrating 26.5 g of chromic anhydride per 100 ml was added with stirring at 0°C to 7.8 g of 3-(3'-cyano-2'-hydroxypropyl)-benzhydrol in 78 ml of acetone and the mixture was allowed to stand at 0°C for 5 minutes and was then poured into water with stirring. The mixture was extracted with methylene chloride and the organic phase was washed with water, dried over sodium sulfate, treated with activated carbon, filtered and evaporated to dryness to obtain 7.4 g of 3-... Reactants: BrC=1C=C(C=O)C=CC1 (3-bromobenzaldehyde), O (water), BrC1=NC=CC=C1OCOC (2-bromo-3-methoxymethoxypyridine), CCCCCC.C(CCC)[Li] (n-butyl lithium hexane). Solvent: C(C)OCC (diethyl ether), C(C)OCC (diethyl ether). Run at time 1 hour. The product is BrC=1C=C(C(O)C2=NC=CC=C2OCOC)C=CC1 (2-(3-bromo-α-hydroxybenzyl)-3-methoxymethoxypyridine). As a reaction SMILES: Br[C:2]1[C:7]([O:8][CH2:9][O:10][CH3:11])=[CH:6][CH:5]=[CH:4][N:3]=1.CCCCCC.C([Li])CCC.[Br:23][C:24]1[CH:25]=[C:26]([CH:29]=[CH:30][CH:31]=1)[CH:27]=[O:28].O>C(OCC)C>[Br:23][C:24]1[CH:25]=[C:26]([CH:29]=[CH:30][CH:31]=1)[CH:27]([C:2]1[C:7]([O:8][CH2:9][O:10][CH3:11])=[CH:6][CH:5]=[CH:4][N:3]=1)[OH:28] |f:1.2|. Procedure details: To a solution of 2-bromo-3-methoxymethoxypyridine (9.11 g) in diethyl ether (200 mL) was added, at -78° C., a 1.6M n-butyl lithium hexane solution (29 mL). The mixture was stirred for one hour at the same temperature, to which was further added a solution of 3-bromobenzaldehyde (6.0 mL) in diethyl ether (5 mL), and the mixture was stirred for one hour at the same temperature. The reaction mixture was poured into water, which was subjected to extraction with ethyl acetate. The extract was washed ...